This data is from the Open Reaction Database (ORD), a public repository of structured organic reaction records. The task is: describe an organic reaction: reactants, conditions, products, and yield Reactants: OC1=CC=C(C=O)C=C1 (4-hydroxybenzaldehyde), FC1=NC=CC=C1 (2-fluoropyridine), C([O-])([O-])=O.[K+].[K+] (potassium carbonate), O (water). Reagents/catalysts: O1CCOCCOCCOCCOCCOCC1 (1,4,7,10,13,16-hexaoxacyclooctadecane). Solvent: CS(=O)C (dimethyl sulfoxide). Conditions: temperature 120 celsius. The product is N1=C(C=CC=C1)OC1=CC=C(C=O)C=C1 (4-(pyrid-2-yloxy)benzaldehyde). Isolated yield 45.2%. Reaction SMILES: [OH:1][C:2]1[CH:9]=[CH:8][C:5]([CH:6]=[O:7])=[CH:4][CH:3]=1.F[C:11]1[CH:16]=[CH:15][CH:14]=[CH:13][N:12]=1.C(=O)([O-])[O-].[K+].[K+].O>CS(C)=O.O1CCOCCOCCOCCOCCOCC1>[N:12]1[CH:13]=[CH:14][CH:15]=[CH:16][C:11]=1[O:1][C:2]1[CH:9]=[CH:8][C:5]([CH:6]=[O:7])=[CH:4][CH:3]=1 |f:2.3.4|. Procedure details: A stirred mixture of 36.7 grams (0.30 mole) of 4-hydroxybenzaldehyde, 12.9 mL (0.15 mole) of 2-fluoropyridine, and 41.0 grams (0.30 mole) of potassium carbonate, and 1.05 grams of 1,4,7,10,13,16-hexaoxacyclooctadecane in 200 mL of dimethyl sulfoxide was heated at 120° C. for four days. The reaction mixture was cooled to ambient temperature, and 500 mL of water was added. The organic and aqueous layers were separated. The aqueous layer was basified with aqueous 10% sodium hydroxide and extracted ... Starting materials: ClCCl, O=c1[nH]ccnc1CN1CCC(SCc2ccccc2F)CC1, [Na+], [Na+], O=C(OO)c1cccc(Cl)c1, O=S([O-])([O-])=S. Product: O=c1[nH]ccnc1CN1CCC(S(=O)Cc2ccccc2F)CC1. RXN SMILES: [Cl:42][CH2:43][Cl:44].[F:1][c:2]1[c:3]([CH2:4][S:5][CH:6]2[CH2:7][CH2:8][N:9]([CH2:12][c:13]3[c:14](=[O:19])[nH:15][cH:16][cH:17][n:18]3)[CH2:10][CH2:11]2)[cH:20][cH:21][cH:22][cH:23]1.[Na+:40].[Na+:41].[OH:24][O:25][C:26]([c:27]1[cH:28][c:29]([Cl:30])[cH:31][cH:32][cH:33]1)=[O:34].[S:35]([O-:36])([O-:37])(=[O:38])=[S:39]>>[F:1][c:2]1[c:3]([CH2:4][S:5]([CH:6]2[CH2:7][CH2:8][N:9]([CH2:12][c:13]3[c:14](=[O:19])[nH:15][cH:16][cH:17][n:18]3)[CH2:10][CH2:11]2)=[O:24])[cH:20][cH:21][cH:22][cH:23]1.